Dataset: the Open Reaction Database (ORD), a public repository of structured organic reaction records. Task: describe an organic reaction: reactants, conditions, products, and yield The solvent is O (water), COCCOC (1,2-dimethoxy-ethane). As a reaction SMILES: C(=O)([O-])[O-].[Na+].[Na+].Br[C:8]1[CH:9]=[N:10][C:11]([CH3:14])=[N:12][CH:13]=1.[F:15][C:16]([F:27])([F:26])[C:17]1[CH:22]=[CH:21][C:20](B(O)O)=[CH:19][CH:18]=1.C(O)C>O.COCCOC.C1C=CC([P]([Pd]([P](C2C=CC=CC=2)(C2C=CC=CC=2)C2C=CC=CC=2)([P](C2C=CC=CC=2)(C2C=CC=CC=2)C2C=CC=CC=2)[P](C2C=CC=CC=2)(C2C=CC=CC=2)C2C=CC=CC=2)(C2C=CC=CC=2)C2C=CC=CC=2)=CC=1>[CH3:14][C:11]1[N:10]=[CH:9][C:8]([C:20]2[CH:21]=[CH:22][C:17]([C:16]([F:27])([F:26])[F:15])=[CH:18][CH:19]=2)=[CH:13][N:12]=1 |f:0.1.2,^1:41,43,62,81|. Yields the product CC1=NC=C(C=N1)C1=CC=C(C=C1)C(F)(F)F (2-Methyl-5-(4-trifluoromethyl-phenyl)-pyrimidine). Conditions: temperature 80 celsius, time 2 hour. Reagents/catalysts: C=1C=CC(=CC1)[P](C=2C=CC=CC2)(C=3C=CC=CC3)[Pd]([P](C=4C=CC=CC4)(C=5C=CC=CC5)C=6C=CC=CC6)([P](C=7C=CC=CC7)(C=8C=CC=CC8)C=9C=CC=CC9)[P](C=1C=CC=CC1)(C=1C=CC=CC1)C=1C=CC=CC1 (tetrakis(triphenylphosphine)palladium). Procedure: A solution of 7.95 g (75 mmol) of sodium carbonate in 15 ml of water was added to a mixture of 2.6 g (15 mmol) of 5-bromo-2-methylpyrimidine [Coll. Czech.Chem. Comm. 14 (1949), 223–235], of 4 g (21 mmol) of 4-(trifluoromethyl)benzeneboronic acid and of 0.52 g (0.45 mmol) of tetrakis(triphenylphosphine)palladium in a mixture of 50 ml of 1,2-dimethoxy-ethane and of 30 ml of ethanol. The reaction mixture was stirred at 80° C. for 2 hours; afterwards, it was concentrated by distilling off the major ... Yield: 84.0%. Starting materials: C([O-])([O-])=O.[Na+].[Na+] (sodium carbonate), BrC=1C=NC(=NC1)C (5-bromo-2-methylpyrimidine), FC(C1=CC=C(C=C1)B(O)O)(F)F (4-(trifluoromethyl)benzeneboronic acid), C(C)O (ethanol).